Task: describe an organic reaction: reactants, conditions, products, and yield. Dataset: the Open Reaction Database (ORD), a public repository of structured organic reaction records Reactants: C1(=CC=CC=C1)P(C1=CC=CC=C1)C1=CC=CC=C1 (triphenylphosphine), II (iodine), N1C=NC=C1 (imidazole), C(C1=CC=CC=C1)SC([C@@H](OCC1=CC=CC=C1)[C@H](OCC1=CC=CC=C1)[C@H](O)COCC1=CC=CC=C1)SCC1=CC=CC=C1 (2,3,5-Tri-O-benzyl-D-arabinose Dibenzyl Dithioacetal), C1(=CC=CC=C1)C.C(C)#N (toluene acetonitrile). Run at temperature 90 celsius, time 24 hour. Yields the product C(C1=CC=CC=C1)O[C@@H]1C(SCC2=CC=CC=C2)S[C@H]([C@H]1OCC1=CC=CC=C1)COCC1=CC=CC=C1 (benzyl 2,3,5-tri-O-benzyl-1,4-dithio-L-Xylofuranoside). As a reaction SMILES: [CH2:1]([S:8][CH:9]([S:39]CC1C=CC=CC=1)[C@H:10]([C@@H:19]([C@@H:28]([CH2:30][O:31][CH2:32][C:33]1[CH:38]=[CH:37][CH:36]=[CH:35][CH:34]=1)O)[O:20][CH2:21][C:22]1[CH:27]=[CH:26][CH:25]=[CH:24][CH:23]=1)[O:11]CC1C=CC=CC=1)[C:2]1[CH:7]=[CH:6][CH:5]=[CH:4][CH:3]=1.C1(P(C2C=CC=CC=2)C2C=CC=CC=2)C=CC=CC=1.II.N1C=CN=C1.[C:73]1([CH3:79])[CH:78]=[CH:77][CH:76]=[CH:75][CH:74]=1.C(#N)C>>[CH2:79]([O:11][C@H:10]1[C@H:19]([O:20][CH2:21][C:22]2[CH:27]=[CH:26][CH:25]=[CH:24][CH:23]=2)[C@H:28]([CH2:30][O:31][CH2:32][C:33]2[CH:38]=[CH:37][CH:36]=[CH:35][CH:34]=2)[S:39][CH:9]1[S:8][CH2:1][C:2]1[CH:7]=[CH:6][CH:5]=[CH:4][CH:3]=1)[C:73]1[CH:78]=[CH:77][CH:76]=[CH:75][CH:74]=1 |f:4.5|. Reported procedure: To a solution of 4 (13.0 g, 20 mmol) in dry 2:1 toluene/acetonitrile (200 mL) were added triphenylphosphine (15.7 g, 60 mmol), iodine (12.7 g, 50 mmol) and imidazole (5.44 g, 80 mmol). The reaction mixture was stirred at 90° C. for 24 hours after which time the solution was evaporated to dryness. The crude product was purified by silica gel chromatography (cyclohexane/EtOAc, 4:1) to afford benzyl 2,3,5-tri-O-benzyl-1,4-dithio-L-Xylofuranoside as a syrup (5, 9.0 g, 72%). MS 543 (M+H)+.